This data is from the Open Reaction Database (ORD), a public repository of structured organic reaction records. The task is: describe an organic reaction: reactants, conditions, products, and yield The reactants are COC(=O)c1ccncc1, CC(=O)O, OO. The product is COC(=O)c1cc[n+]([O-])cc1. RXN SMILES: [C:3]([c:4]1[cH:5][cH:6][n:7][cH:8][cH:9]1)(=[O:10])[O:11][CH3:12].[CH3:13][C:14](=[O:15])[OH:16].[OH:1][OH:2]>>[O-:1][n+:7]1[cH:6][cH:5][c:4]([C:3](=[O:10])[O:11][CH3:12])[cH:9][cH:8]1. The reactants are CI, CN(C)C=O, [H-], [Na+], O, CCOC(=O)c1[nH]c2cccc3c2c1CCC3. Product: CCOC(=O)c1c2c3c(cccc3n1C)CCC2. RXN SMILES: [CH3:20][I:21].[CH3:23][N:24]([CH3:25])[CH:26]=[O:27].[H-:18].[Na+:19].[OH2:22].[nH:1]1[c:2]([C:13](=[O:14])[O:15][CH2:16][CH3:17])[c:3]2[c:4]3[c:5]([cH:6][cH:7][cH:8][c:9]13)[CH2:10][CH2:11][CH2:12]2>>[n:1]1([CH3:20])[c:2]([C:13](=[O:14])[O:15][CH2:16][CH3:17])[c:3]2[c:4]3[c:5]([cH:6][cH:7][cH:8][c:9]13)[CH2:10][CH2:11][CH2:12]2. Starting materials: CCOC(C)=O, CCCCCC, O=C1C2CCCC2=Nc2ccccc2N1Cc1ccc2ccccc2c1. Product: O=C1C2CCCC2Nc2ccccc2N1Cc1ccc2ccccc2c1. RXN SMILES: [C:33]([O:34][CH2:35][CH3:36])(=[O:37])[CH3:38].[CH3:27][CH2:28][CH2:29][CH2:30][CH2:31][CH3:32].[cH:1]1[c:2]([CH2:11][N:12]2[c:13]3[c:14]([cH:23][cH:24][cH:25][cH:26]3)[N:15]=[C:16]3[CH:17]([C:18]2=[O:19])[CH2:20][CH2:21][CH2:22]3)[cH:3][cH:4][c:5]2[cH:6][cH:7][cH:8][cH:9][c:10]12>>[cH:1]1[c:2]([CH2:11][N:12]2[c:13]3[c:14]([cH:23][cH:24][cH:25][cH:26]3)[NH:15][CH:16]3[CH:17]([C:18]2=[O:19])[CH2:20][CH2:21][CH2:22]3)[cH:3][cH:4][c:5]2[cH:6][cH:7][cH:8][cH:9][c:10]12. Reactants: CC12C=CC(=O)C=C1C(F)CC1C3CC4CN(Cc5ccccc5)CC4(C(=O)CO)C3(C)CC(O)C12F, C1CCOC1, [Na+], [OH-], O. The product is CC12C=CC(=O)C=C1C(F)CC1C3CC4CN(Cc5ccccc5)CC4(C(=O)O)C3(C)CC(O)C12F. As a reaction SMILES: [CH2:1]([c:2]1[cH:3][cH:4][cH:5][cH:6][cH:7]1)[N:8]1[CH2:9][CH:10]2[CH2:11][CH:12]3[C:13]([CH3:37])([CH2:14][CH:15]([OH:30])[C:16]4([F:29])[C:17]5([CH3:28])[CH:18]=[CH:19][C:20](=[O:27])[CH:21]=[C:22]5[CH:23]([F:26])[CH2:24][CH:25]34)[C:31]2([C:33]([CH2:34][OH:35])=[O:36])[CH2:32]1.[CH2:40]1[O:41][CH2:42][CH2:43][CH2:44]1.[Na+:39].[OH-:38].[OH2:45]>>[CH2:1]([c:2]1[cH:3][cH:4][cH:5][cH:6][cH:7]1)[N:8]1[CH2:9][CH:10]2[CH2:11][CH:12]3[C:13]([CH3:37])([CH2:14][CH:15]([OH:30])[C:16]4([F:29])[C:17]5([CH3:28])[CH:18]=[CH:19][C:20](=[O:27])[CH:21]=[C:22]5[CH:23]([F:26])[CH2:24][CH:25]34)[C:31]2([C:33]([OH:36])=[O:38])[CH2:32]1. Reactants: Teflon, CC(=O)O (AcOH), C(C1=CC=CC=C1)OC(=O)NC=1C(=NC2=CC(=CC=C2C1)Br)C(=O)OCC (ethyl 3-{[(benzyloxy)carbonyl]amino}-7-bromoquinoline-2-carboxylate), O1N=CC(=C1)B1OC(C)(C)C(C)(C)O1 (4-isoxazoleboronic acid pinacol ester), C([O-])([O-])=O.[Cs+].[Cs+] (cesium carbonate). Reagents/catalysts: CC(C)C1=CC(=C(C(=C1)C(C)C)C2=CC(=CC=C2)P(C3CCCCC3)C4CCCCC4)C(C)C.C1=CC=C([C-]=C1)C2=CC=CC=C2N.Cl[Pd+] (chloro(2-dicyclohexylphosphino-2′,4′,6′-triisopropyl-1,1′-biphenyl)[2-(2′-amino-1,1′-biphenyl)]palladium(II)). Conditions: temperature 90 celsius. Product: C(C1=CC=CC=C1)OC(=O)NC=1C(=NC2=CC(=CC=C2C1)CC#N)C(=O)O (3-{[(Benzyloxy)carbonyl]amino}-7-(cyanomethyl)quinoline-2-carboxylic acid). Isolated yield 51.8%. As a reaction SMILES: [CH2:1]([O:8][C:9]([NH:11][C:12]1[C:13]([C:23]([O:25]CC)=[O:24])=[N:14][C:15]2[C:20]([CH:21]=1)=[CH:19][CH:18]=[C:17](Br)[CH:16]=2)=[O:10])[C:2]1[CH:7]=[CH:6][CH:5]=[CH:4][CH:3]=1.O1C=[C:31](B2OC(C)(C)C(C)(C)O2)[CH:30]=[N:29]1.C(=O)([O-])[O-].[Cs+].[Cs+].CC(O)=O>CC(C1C=C(C(C)C)C(C2C=CC=C(P(C3CCCCC3)C3CCCCC3)C=2)=C(C(C)C)C=1)C.C1C=[C-]C(C2C(N)=CC=CC=2)=CC=1.Cl[Pd+]>[CH2:1]([O:8][C:9]([NH:11][C:12]1[C:13]([C:23]([OH:25])=[O:24])=[N:14][C:15]2[C:20]([CH:21]=1)=[CH:19][CH:18]=[C:17]([CH2:31][C:30]#[N:29])[CH:16]=2)=[O:10])[C:2]1[CH:7]=[CH:6][CH:5]=[CH:4][CH:3]=1 |f:2.3.4,6.7.8|. Procedure: To a screw-cap vial equipped with a magnetic stir bar, ethyl 3-{[(benzyloxy)carbonyl]amino}-7-bromoquinoline-2-carboxylate (105.9 mg, 0.2467 mmol), 4-isoxazoleboronic acid pinacol ester (Aldrich, 75.8 mg, 0.389 mmol), chloro(2-dicyclohexylphosphino-2′,4′,6′-triisopropyl-1,1′-biphenyl)[2-(2′-amino-1,1′-biphenyl)]palladium(II) (Aldrich, 20.5 mg, 0.0260 mmol) and cesium carbonate (257.9 mg, 0.7915 mmol) were added. The vial was sealed with a Teflon®-lined septum, and then evacuated and backfilled w...